Dataset: the Open Reaction Database (ORD), a public repository of structured organic reaction records. Task: describe an organic reaction: reactants, conditions, products, and yield The reactants are CO, [H][H], CCC1(C(=O)N2CC3CC2CN3C(=O)OC(C)(C)C)C=CC(N)C1. The product is CCC1(C(=O)N2CC3CC2CN3C(=O)OC(C)(C)C)CCC(N)C1. Reaction SMILES: [CH3:27][OH:28].[H:25][H:26].[NH2:1][CH:2]1[CH:3]=[CH:4][C:5]([CH2:7][CH3:8])([C:9](=[O:10])[N:11]2[CH:12]3[CH2:13][N:14]([C:18](=[O:19])[O:20][C:21]([CH3:22])([CH3:23])[CH3:24])[CH:15]([CH2:16]2)[CH2:17]3)[CH2:6]1>>[NH2:1][CH:2]1[CH2:3][CH2:4][C:5]([CH2:7][CH3:8])([C:9](=[O:10])[N:11]2[CH:12]3[CH2:13][N:14]([C:18](=[O:19])[O:20][C:21]([CH3:22])([CH3:23])[CH3:24])[CH:15]([CH2:16]2)[CH2:17]3)[CH2:6]1. Starting materials: O=C([O-])O, Cl, [Na+], COc1cc2c(cc1CCN1CCC3(CC1)OCCO3)N(C)CCC2, C1CCOC1. The product is COc1cc2c(cc1CCN1CCC(=O)CC1)N(C)CCC2. As a reaction SMILES: [C:26](=[O:27])([OH:28])[O-:29].[ClH:36].[Na+:30].[O:1]1[CH2:3][CH2:2][O:4][C:5]12[CH2:6][CH2:7][N:8]([CH2:11][CH2:12][c:13]1[c:14]([O:24][CH3:25])[cH:15][c:16]3[c:21]([cH:22]1)[N:20]([CH3:23])[CH2:19][CH2:18][CH2:17]3)[CH2:9][CH2:10]2.[O:31]1[CH2:32][CH2:33][CH2:34][CH2:35]1>>[O:4]=[C:5]1[CH2:6][CH2:7][N:8]([CH2:11][CH2:12][c:13]2[c:14]([O:24][CH3:25])[cH:15][c:16]3[c:21]([cH:22]2)[N:20]([CH3:23])[CH2:19][CH2:18][CH2:17]3)[CH2:9][CH2:10]1. Starting materials: CCCCCCCCCCCCN, CC(=O)O. Yields the product CCCCCCCCCCCCN, CC(=O)O. RXN SMILES: [CH2:1]([CH2:2][CH2:3][CH2:4][CH2:5][CH2:6][CH2:7][CH2:8][CH2:9][CH2:10][CH2:11][CH3:12])[NH2:13].[CH3:14][C:15]([OH:16])=[O:17]>>[CH2:1]([CH2:2][CH2:3][CH2:4][CH2:5][CH2:6][CH2:7][CH2:8][CH2:9][CH2:10][CH2:11][CH3:12])[NH2:13].[CH3:14][C:15](=[O:16])[OH:17]. Reactants: C(F)(F)(C(F)(F)C(F)(F)C(F)(F)F)CC(F)(F)CCS(=O)(=O)Cl (C4F9CH2CF2CH2CH2SO2Cl), CN(C)CCCN (dimethylaminopropylamine). Run at temperature 75 celsius. Product: Intermediate 2, C(F)(F)(C(F)(F)C(F)(F)C(F)(F)F)CC(F)(F)CCS(=O)(=O)NCCCN(C)C (C4F9CH2CF2CH2CH2SO2N(H)—CH2CH2CH2N(CH3)2). The yield is 96.8%. As a reaction SMILES: [C:1]([CH2:14][C:15]([CH2:18][CH2:19][S:20](Cl)(=[O:22])=[O:21])([F:17])[F:16])([C:4]([C:7]([C:10]([F:13])([F:12])[F:11])([F:9])[F:8])([F:6])[F:5])([F:3])[F:2].[CH3:24][N:25]([CH2:27][CH2:28][CH2:29][NH2:30])[CH3:26]>>[C:1]([CH2:14][C:15]([CH2:18][CH2:19][S:20]([NH:30][CH2:29][CH2:28][CH2:27][N:25]([CH3:26])[CH3:24])(=[O:22])=[O:21])([F:17])[F:16])([C:4]([C:7]([C:10]([F:13])([F:12])[F:11])([F:9])[F:8])([F:6])[F:5])([F:3])[F:2]. Procedure details: C4F9CH2CF2CH2CH2SO2Cl (100 g, 0.23 mol, 70.3% in toluene) was added dropwise to a mixture of dimethylaminopropylamine (DMAPA) at 45° C. After the addition, the reaction was heated at 75° C. overnight. The reaction mass was filtered and the wet cake was washed with 60° C. toluene. After stripping off the toluene, the concentrated organic product was washed with 200 mL of 95° C. deionized water. The product Intermediate 2, C4F9CH2CF2CH2CH2SO2N(H)—CH2CH2CH2N(CH3)2 (106 g, 96.8%) was obtained as a b... Reactants: CC1=C2CC[C@H](CC2=C(C=C1)N1CCN(CC1)C)NC(C1=CC=C(C=C1)N1CCOCC1)=O ((R)-N-[5-methyl-8-(4-methylpiperazin-1-yl)-1,2,3,4-tetrahydro-2-naphthyl]-4-morpholinobenzamide), C(C=1C(O)=CC=CC1)(=O)O (salicylic acid). Solvent: C(C)O (ethanol), C(C)O (ethanol). Yields the product C(C=1C(O)=CC=CC1)(=O)O.CC1=C2CC[C@H](CC2=C(C=C1)N1CCN(CC1)C)NC(C1=CC=C(C=C1)N1CCOCC1)=O ((R)-N-[5-Methyl-8-(4-methylpiperazin-1-yl)-1,2,3,4-tetrahydro-2-naphthyl]-4-morpholinobenzamide Salicylate). Yield: 93.0%. RXN SMILES: [CH3:1][C:2]1[CH:11]=[CH:10][C:9]([N:12]2[CH2:17][CH2:16][N:15]([CH3:18])[CH2:14][CH2:13]2)=[C:8]2[C:3]=1[CH2:4][CH2:5][C@@H:6]([NH:19][C:20](=[O:33])[C:21]1[CH:26]=[CH:25][C:24]([N:27]3[CH2:32][CH2:31][O:30][CH2:29][CH2:28]3)=[CH:23][CH:22]=1)[CH2:7]2.[C:34]([OH:43])(=[O:42])[C:35]1[C:36](=[CH:38][CH:39]=[CH:40][CH:41]=1)[OH:37]>C(O)C>[C:34]([OH:43])(=[O:42])[C:35]1[C:36](=[CH:38][CH:39]=[CH:40][CH:41]=1)[OH:37].[CH3:1][C:2]1[CH:11]=[CH:10][C:9]([N:12]2[CH2:17][CH2:16][N:15]([CH3:18])[CH2:14][CH2:13]2)=[C:8]2[C:3]=1[CH2:4][CH2:5][C@@H:6]([NH:19][C:20](=[O:33])[C:21]1[CH:26]=[CH:25][C:24]([N:27]3[CH2:32][CH2:31][O:30][CH2:29][CH2:28]3)=[CH:23][CH:22]=1)[CH2:7]2 |f:3.4|. Reported procedure: To a boiling solution of (R)-N-[5-methyl-8-(4-methylpiperazin-1-yl)-1,2,3,4-tetrahydro-2-naphthyl]-4-morpholinobenzamide (1.0 g, 2.2 mmol) in ethanol (50 mL) was added a solution of salicylic acid (400 mg, 2.9 mmol) in ethanol (10 mL). The solvent was concentrated in vacuo and the remaining solution (20 mL) was allowed to cool to room temperature. The solution was put in the freezer over the weekend. The crystals were filtered and dried in vacuo to give 1.2 gram (86% yield) of the title compound... The reactants are C(C1=CC=CC=C1)OC1=C(C=C(C=C1)CCNC(CC1=CC=C(C=C1)Cl)=O)OC (N-[2-(4-benzyloxy-3-methoxyphenyl)ethyl]-2-(4-chlorophenyl)acetamide), C(C)(C)(C)OC(N(C)C)N(C)C (t-butoxybis(dimethylamino) methane), Cl (hydrochloric acid). Solvent: O1CCCC1 (tetrahydrofuran). Conditions: temperature 90 celsius, time 1.5 hour. Yields the product C(C1=CC=CC=C1)OC1=C(C=C(C=C1)CCNC(C(=CO)C1=CC=C(C=C1)Cl)=O)OC (N-[2-(4-benzyloxy-3-methoxyphenyl)ethyl]-3-hydroxy-2-(4-chlorophenyl)acrylamide). Yield: 62.4%. RXN SMILES: [CH2:1]([O:8][C:9]1[CH:14]=[CH:13][C:12]([CH2:15][CH2:16][NH:17][C:18](=[O:27])[CH2:19][C:20]2[CH:25]=[CH:24][C:23]([Cl:26])=[CH:22][CH:21]=2)=[CH:11][C:10]=1[O:28][CH3:29])[C:2]1[CH:7]=[CH:6][CH:5]=[CH:4][CH:3]=1.[C:30]([O:34]C(N(C)C)N(C)C)(C)(C)C.Cl>O1CCCC1>[CH2:1]([O:8][C:9]1[CH:14]=[CH:13][C:12]([CH2:15][CH2:16][NH:17][C:18](=[O:27])[C:19]([C:20]2[CH:21]=[CH:22][C:23]([Cl:26])=[CH:24][CH:25]=2)=[CH:30][OH:34])=[CH:11][C:10]=1[O:28][CH3:29])[C:2]1[CH:3]=[CH:4][CH:5]=[CH:6][CH:7]=1. Procedure: 2.25 g (5.49 mmol) of N-[2-(4-benzyloxy-3-methoxyphenyl)ethyl]-2-(4-chlorophenyl)acetamide and 2.39 g (13.73 mmol) of t-butoxybis(dimethylamino) methane were mixed and stirred at 90° C. for 1.5 hours. The reaction mixture was cooled and tetrahydrofuran was added thereto. The reaction mixture was acidified with 5% hydrochloric acid and stirred at room temperature for 2 hours. After the solvent was distilled off under reduced pressure, water and 5% hydrochloric acid were added to the residue, whic...